describe an organic reaction: reactants, conditions, products, and yield From a dataset of the Open Reaction Database (ORD), a public repository of structured organic reaction records. The reactants are C1(=CC=CC=C1)S(=O)(=O)N1C=CC=C1 (phenylsulfonyl-1H-pyrrole), [Cl-].[Al+3].[Cl-].[Cl-] (aluminum chloride), Cl (hydrochloric acid), C(C)(=O)Cl (acetyl chloride). Solvent: ClC(C)Cl (dichloroethane), ClC(C)Cl (dichloroethane). Reaction conditions: time 1 hour. Product: C(C)(=O)C1=CN(C=C1)S(=O)(=O)C1=CC=CC=C1 (3-acetyl-1-(phenylsulfonyl)-1H-pyrrole). As a reaction SMILES: [C:1]1([S:7]([N:10]2[CH:14]=[CH:13][CH:12]=[CH:11]2)(=[O:9])=[O:8])[CH:6]=[CH:5][CH:4]=[CH:3][CH:2]=1.[C:15](Cl)(=[O:17])[CH3:16].[Cl-].[Al+3].[Cl-].[Cl-].Cl>ClC(Cl)C>[C:15]([C:13]1[CH:12]=[CH:11][N:10]([S:7]([C:1]2[CH:2]=[CH:3][CH:4]=[CH:5][CH:6]=2)(=[O:9])=[O:8])[CH:14]=1)(=[O:17])[CH3:16] |f:2.3.4.5|. Procedure details: A mixture of 41.4 g of 1-(phenylsulfonyl-1H-pyrrole, prepared as described above, and 17.16 g of acetyl chloride in 200 ml of dichloroethane was added to a suspension of 32 g of aluminum chloride in 200 ml of dichloroethane. The reaction was stirred for one hour, poured onto a mixture of ice and concentrated hydrochloric acid and extracted several times with ether. The extracts were combined and evaporated. The residue was triturated with ether and the solid collected, giving 39 g of 3-acetyl-1-... The reactants are CN1CCNCC1 (4-methyl piperazine), BrCCC(=O)OC(C)(C)C (tert-butyl 3-bromopropionate). Solvent: C(C)(=O)OCC (ethyl acetate), Hexanes, C(Cl)Cl (methylene chloride), CCOC(=O)C (EtOAc). Run at temperature 25 celsius, time 1 hour. The product is CN1CCN(CC1)CCC(=O)OC(C)(C)C (tert-butyl 3-(4-methylpiperazin-1-yl)propanoate). Yield: 99.8%. As a reaction SMILES: [CH3:1][N:2]1[CH2:7][CH2:6][NH:5][CH2:4][CH2:3]1.Br[CH2:9][CH2:10][C:11]([O:13][C:14]([CH3:17])([CH3:16])[CH3:15])=[O:12]>C(OCC)(=O)C.C(Cl)Cl>[CH3:1][N:2]1[CH2:7][CH2:6][N:5]([CH2:9][CH2:10][C:11]([O:13][C:14]([CH3:17])([CH3:16])[CH3:15])=[O:12])[CH2:4][CH2:3]1. Reported procedure: 4-methyl piperazine (7.68 mL, 70 mmol, 4 equiv) was added to a stirred solution of tert-butyl 3-bromopropionate (3.0 mL, 18 mmol) in ethyl acetate (15 mL) at 0° C. The solution was stirred at 25° C. for 1 h with evolution of a white precipitate, then heated on an oil bath to 55° C. for 2 h. TLC analysis (20% EtOAc in Hexanes, Rf=0.9 (starting material), 0.1 (product)) indicated complete consumption of the bromide reagent. The reaction was diluted with EtOAc (100 mL) and transferred to a separato...